Task: describe an organic reaction: reactants, conditions, products, and yield. Dataset: the Open Reaction Database (ORD), a public repository of structured organic reaction records Starting materials: CI, [Cl-], [H-], [NH4+], [Na+], CN(C)C=O, O=C1COc2cccnc2N1. Yields the product CN1C(=O)COc2cccnc21. As a reaction SMILES: [CH3:14][I:15].[Cl-:16].[H-:12].[NH4+:17].[Na+:13].[O:18]=[CH:19][N:20]([CH3:21])[CH3:22].[O:1]1[c:2]2[c:3]([n:8][cH:9][cH:10][cH:11]2)[NH:4][C:5](=[O:7])[CH2:6]1>>[O:1]1[c:2]2[c:3]([n:8][cH:9][cH:10][cH:11]2)[N:4]([CH3:14])[C:5](=[O:7])[CH2:6]1.